From a dataset of the Open Reaction Database (ORD), a public repository of structured organic reaction records. describe an organic reaction: reactants, conditions, products, and yield The reactants are FC=1C=CC(=C(C1)C(C#CC1=CC=CC=C1)O)OC (1-(5-fluoro-2-methoxy-phenyl)-3-phenyl-prop-2-yn-1-ol), COC1=C(C=O)C=C(C(=C1)C)OC (2,5-dimethoxy-4-methyl-benzaldehyde). The product is COC1=C(C=C(C(=C1)C)OC)C(C#CC1=CC=CC=C1)O (1-(2,5-Dimethoxy-4-methyl-phenyl)-3-phenyl-prop-2-yn-1-ol). The yield is 98.0%. Reaction SMILES: F[C:2]1[CH:3]=[CH:4][C:5](OC)=[C:6]([CH:8](O)[C:9]#CC2C=CC=CC=2)[CH:7]=1.[CH3:20][O:21][C:22]1[CH:29]=[C:28]([CH3:30])[C:27]([O:31][CH3:32])=[CH:26][C:23]=1[CH:24]=[O:25]>>[CH3:20][O:21][C:22]1[CH:29]=[C:28]([CH3:30])[C:27]([O:31][CH3:32])=[CH:26][C:23]=1[CH:24]([OH:25])[C:9]#[C:8][C:6]1[CH:7]=[CH:2][CH:3]=[CH:4][CH:5]=1. Procedure: Following the procedure used to prepare 1-(5-fluoro-2-methoxy-phenyl)-3-phenyl-prop-2-yn-1-ol, 2,5-dimethoxy-4-methyl-benzaldehyde (1.00 g, 5.55 mmol) was reacted to give the title compound (1.54 g, 98%). 1H NMR (400 MHz, DMSO-d6): δ 7.42-7.34 (m, 5H), 7.16 (s, 1H), 6.86 (s, 1H), 5.98-5.94 (d, 1H), 5.77-5.74 (d, 1H), 3.77 (s, 3H), 3.76 (s, 3H), 2.16 (s, 3H). The reactants are CN(C)C=O, CCOC(C)=O, CC(C)NC(C)C, ClCCl, COc1cc(C(=O)O)ccc1O, O=S(Cl)Cl. Product: COc1cc(C(=O)N(C(C)C)C(C)C)ccc1O. As a reaction SMILES: [CH3:17][N:18]([CH3:19])[CH:20]=[O:21].[CH3:32][CH2:33][O:34][C:35](=[O:36])[CH3:37].[CH:22]([CH3:23])([CH3:24])[NH:25][CH:26]([CH3:27])[CH3:28].[Cl:29][CH2:30][Cl:31].[OH:1][c:2]1[c:3]([O:11][CH3:12])[cH:4][c:5]([C:6](=[O:7])[OH:8])[cH:9][cH:10]1.[S:13]([Cl:14])([Cl:15])=[O:16]>>[OH:1][c:2]1[c:3]([O:11][CH3:12])[cH:4][c:5]([C:6](=[O:8])[N:25]([CH:22]([CH3:23])[CH3:24])[CH:26]([CH3:27])[CH3:28])[cH:9][cH:10]1.